Dataset: the Open Reaction Database (ORD), a public repository of structured organic reaction records. Task: describe an organic reaction: reactants, conditions, products, and yield The reactants are COC(=O)C(CCCC#N)CC=CC=1C=NC=CC1 (5-methoxycarbonyl-8-(3-pyridyl)-oct-7-enenitrile), N (ammonia). Reagents/catalysts: [Rh] (rhodium on alumina). The solvent is CO (methanol). Run at time 6 hour. Product: NCCCCC(C(=O)OC)CCCC=1C=NC=CC1 (methyl 6-amino-2-[3-(3-pyridyl)propyl]-hexanoate). Reaction SMILES: [CH3:1][O:2][C:3]([CH:5]([CH2:11][CH:12]=[CH:13][C:14]1[CH:15]=[N:16][CH:17]=[CH:18][CH:19]=1)[CH2:6][CH2:7][CH2:8][C:9]#[N:10])=[O:4].N>CO.[Rh]>[NH2:10][CH2:9][CH2:8][CH2:7][CH2:6][CH:5]([CH2:11][CH2:12][CH2:13][C:14]1[CH:15]=[N:16][CH:17]=[CH:18][CH:19]=1)[C:3]([O:2][CH3:1])=[O:4]. Reported procedure: A mixture of 8.7 g of 5-methoxycarbonyl-8-(3-pyridyl)-oct-7-enenitrile and 4.35 g of 5% rhodium on alumina in 87 ml of methanol saturated with ammonia (7.4N) is hydrogenated at room temperature for about 6 h. Additional catalyst is added if required. The reaction mixture is then worked up to yield methyl 6-amino-2-[3-(3-pyridyl)propyl]-hexanoate. The reactants are C(C)(C)(C)OC(=O)N1C[C@@H](CC1)C(=O)NNC(=O)[C@@H]1N2C(N([C@H](CC1)C2)OCC2=CC=CC=C2)=O (trans-3-[N′-(6-benzyloxy-7-oxo-1,6-diaza-bicyclo[3.2.1]octane-2-carbonyl)-hydrazinocarbonyl]-(R)-pyrrolidin-1-carboxylic acid tert-butyl ester). The reagents and catalysts are [Pd] (palladium on carbon). Solvent: CO (methanol). Product: C(C)(C)(C)OC(=O)N1C[C@@H](CC1)C(=O)NNC(=O)[C@@H]1N2C(N([C@H](CC1)C2)O)=O (trans-3-[N′-(6-hydroxy-7-oxo-1,6-diaza-bicyclo[3.2.1]octane-2-carbonyl)-hydrazinocarbonyl]-(R)-pyrrolidin-1-carboxylic acid tert-butyl ester). RXN SMILES: [C:1]([O:5][C:6]([N:8]1[CH2:12][CH2:11][C@@H:10]([C:13]([NH:15][NH:16][C:17]([C@H:19]2[CH2:25][CH2:24][C@@H:23]3[CH2:26][N:20]2[C:21](=[O:35])[N:22]3[O:27]CC2C=CC=CC=2)=[O:18])=[O:14])[CH2:9]1)=[O:7])([CH3:4])([CH3:3])[CH3:2]>[Pd].CO>[C:1]([O:5][C:6]([N:8]1[CH2:12][CH2:11][C@@H:10]([C:13]([NH:15][NH:16][C:17]([C@H:19]2[CH2:25][CH2:24][C@@H:23]3[CH2:26][N:20]2[C:21](=[O:35])[N:22]3[OH:27])=[O:18])=[O:14])[CH2:9]1)=[O:7])([CH3:4])([CH3:2])[CH3:3]. Procedure: By using the procedure described in Step-2 of Example-1, and by using trans-3-[N′-(6-benzyloxy-7-oxo-1,6-diaza-bicyclo[3.2.1]octane-2-carbonyl)-hydrazinocarbonyl]-(R)-pyrrolidin-1-carboxylic acid tert-butyl ester (11.5 gm, 0.024 mol), methanol (115 ml) and 10% palladium on carbon (3.0 gm) to provide the title compound in 9.5 gm quantity as a pale brown solid and it was used for the next reaction immediately. The reactants are C1(=CC=CC=C1)O (phenol), ClC=1OC2=C(N1)C(=CC(=C2N2C(N(C(=CC2=O)C(F)(F)F)C)=O)F)Cl (3-(2,4-dichloro-6-fluorobenzoxazol-7-yl)-1-methyl-6-trifluoromethyl-2,4-(1H,3H)pyrimidinedione), [H-].[Na+] (sodium hydride). Solvent: CN(C=O)C (N,N-dimethylformamide), CN(C=O)C (N,N-dimethylformamide), CN(C=O)C (N,N-dimethylformamide). Conditions: time 18 hour. Yields the product ClC1=CC(=C(C2=C1N=C(O2)OC2=CC=CC=C2)N2C(N(C(=CC2=O)C(F)(F)F)C)=O)F (3-(4-chloro-6-fluoro-2-phenoxybenzoxazol-7-yl]-1-methyl-6-trifluoromethyl-2,4-(1H,3H)pyrimidinedione). Reaction SMILES: [H-].[Na+].[C:3]1([OH:9])[CH:8]=[CH:7][CH:6]=[CH:5][CH:4]=1.Cl[C:11]1[O:12][C:13]2[C:19]([N:20]3[C:25](=[O:26])[CH:24]=[C:23]([C:27]([F:30])([F:29])[F:28])[N:22]([CH3:31])[C:21]3=[O:32])=[C:18]([F:33])[CH:17]=[C:16]([Cl:34])[C:14]=2[N:15]=1>CN(C)C=O>[Cl:34][C:16]1[C:14]2[N:15]=[C:11]([O:9][C:3]3[CH:8]=[CH:7][CH:6]=[CH:5][CH:4]=3)[O:12][C:13]=2[C:19]([N:20]2[C:25](=[O:26])[CH:24]=[C:23]([C:27]([F:30])([F:29])[F:28])[N:22]([CH3:31])[C:21]2=[O:32])=[C:18]([F:33])[CH:17]=1 |f:0.1|. Procedure: Under a nitrogen atmosphere, a stirred solution of 2.0 grams (51 mmole) of 60% sodium hydride (in mineral oil) in 25 mL of N,N-dimethylformamide is cooled in an ice bath, and a solution of 5.3 grams (56.3 mmoles) of phenol in 25 mL of N,N-dimethylformamide is added dropwise during a five minute period. To this is added a solution of 20.3 grams (51 mmole) of 3-(2,4-dichloro-6-fluorobenzoxazol-7-yl)-1-methyl-6-trifluoromethyl-2,4-(1H,3H)pyrimidinedione (as prepared in Example 24) in 25 mL of N,N-d... Reactants: N1N=CC2=CC(=CC=C12)C1=NC=CC(=C1)C=1SC2=C(N1)C=C(C(=C2C2=CC=C(C=C2)Cl)[C@@H](C(=O)OCC)OC(C)(C)C)C ((S)-ethyl 2-(2-(2-(1H-indazol-5-yl)pyridin-4-yl)-7-(4-chlorophenyl)-5-methylbenzo[d]thiazol-6-yl)-2-tert-butoxyacetate), C1(CC1)B(O)O (cyclopropylboronic acid), C(=O)([O-])[O-].[Na+].[Na+] (Na2CO3). Reagents/catalysts: CC(=O)[O-].CC(=O)[O-].[Cu+2] (Cu(OAc)2). The solvent is ClC(C)Cl (dichloroethane). Conditions: temperature 70 celsius. Product: C(C)(C)(C)O[C@H](C(=O)OCC)C1=C(C2=C(N=C(S2)C2=CC(=NC=C2)C=2C=C3C=NN(C3=CC2)C2CC2)C=C1C)C1=CC=C(C=C1)Cl ((S)-ethyl 2-tert-butoxy-2-(7-(4-chlorophenyl)-2-(2-(1-cyclopropyl-1H-indazol-5-yl)pyridin-4-yl)-5-methylbenzo[d]thiazol-6-yl)acetate). RXN SMILES: [NH:1]1[C:9]2[C:4](=[CH:5][C:6]([C:10]3[CH:15]=[C:14]([C:16]4[S:17][C:18]5[C:24]([C:25]6[CH:30]=[CH:29][C:28]([Cl:31])=[CH:27][CH:26]=6)=[C:23]([C@H:32]([O:38][C:39]([CH3:42])([CH3:41])[CH3:40])[C:33]([O:35][CH2:36][CH3:37])=[O:34])[C:22]([CH3:43])=[CH:21][C:19]=5[N:20]=4)[CH:13]=[CH:12][N:11]=3)=[CH:7][CH:8]=2)[CH:3]=[N:2]1.[CH:44]1(B(O)O)[CH2:46][CH2:45]1.C([O-])([O-])=O.[Na+].[Na+]>ClC(Cl)C.CC([O-])=O.CC([O-])=O.[Cu+2]>[C:39]([O:38][C@@H:32]([C:23]1[C:22]([CH3:43])=[CH:21][C:19]2[N:20]=[C:16]([C:14]3[CH:13]=[CH:12][N:11]=[C:10]([C:6]4[CH:5]=[C:4]5[C:9](=[CH:8][CH:7]=4)[N:1]([CH:44]4[CH2:46][CH2:45]4)[N:2]=[CH:3]5)[CH:15]=3)[S:17][C:18]=2[C:24]=1[C:25]1[CH:26]=[CH:27][C:28]([Cl:31])=[CH:29][CH:30]=1)[C:33]([O:35][CH2:36][CH3:37])=[O:34])([CH3:42])([CH3:41])[CH3:40] |f:2.3.4,6.7.8|. Procedure: To a solution of (S)-ethyl 2-(2-(2-(1H-indazol-5-yl)pyridin-4-yl)-7-(4-chlorophenyl)-5-methylbenzo[d]thiazol-6-yl)-2-tert-butoxyacetate (30 mg, 0.049 mmol) in dichloroethane (1 mL) was added Cu(OAc)2 (9 mg, 0.049 mmol), 2-2′-dipyridyl (7.7 mg, 0.049 mmol), cyclopropylboronic acid (8.4 mg, 0.1 mmol), Na2CO3 (10.4 mg, 0.1 mmol). The reaction mixture was heated at 70° C. for 3 hours under air. The reaction mixture was washed by water, extracted by EtOAc, the organic phase was dried over MgSO4, filt... The reactants are CCO, COc1ccc(CNc2cc(Br)ncc2[N+](=O)[O-])cc1, O, O, Cl[Sn]Cl. The product is COc1ccc(CNc2cc(Br)ncc2N)cc1. RXN SMILES: [CH3:26][CH2:27][OH:28].[CH3:6][O:7][c:8]1[cH:9][cH:10][c:11]([CH2:12][NH:13][c:14]2[cH:15][c:16]([Br:23])[n:17][cH:18][c:19]2[N+:20]([O-:21])=[O:22])[cH:24][cH:25]1.[OH2:1].[OH2:2].[Sn:3]([Cl:4])[Cl:5]>>[CH3:6][O:7][c:8]1[cH:9][cH:10][c:11]([CH2:12][NH:13][c:14]2[cH:15][c:16]([Br:23])[n:17][cH:18][c:19]2[NH2:20])[cH:24][cH:25]1. Starting materials: CN, Cc1ccc(S(=O)(=O)OCC2Cc3cc(-c4ccccc4)cc(-c4cccc(Cl)c4)c3O2)cc1, Cl. The product is CNCC1Cc2cc(-c3ccccc3)cc(-c3cccc(Cl)c3)c2O1. Reaction SMILES: [CH3:36][NH2:37].[Cl:2][c:3]1[cH:4][c:5](-[c:9]2[cH:10][c:11](-[c:30]3[cH:31][cH:32][cH:33][cH:34][cH:35]3)[cH:12][c:13]3[c:17]2[O:16][CH:15]([CH2:18][O:19][S:20]([c:21]2[cH:22][cH:23][c:24]([CH3:25])[cH:26][cH:27]2)(=[O:28])=[O:29])[CH2:14]3)[cH:6][cH:7][cH:8]1.[ClH:1]>>[Cl:2][c:3]1[cH:4][c:5](-[c:9]2[cH:10][c:11](-[c:30]3[cH:31][cH:32][cH:33][cH:34][cH:35]3)[cH:12][c:13]3[c:17]2[O:16][CH:15]([CH2:18][NH:37][CH3:36])[CH2:14]3)[cH:6][cH:7][cH:8]1.